This data is from the Open Reaction Database (ORD), a public repository of structured organic reaction records. The task is: describe an organic reaction: reactants, conditions, products, and yield RXN SMILES: [CH3:33][CH2:34][O:35][C:36](=[O:37])[CH3:38].[CH3:40][N:41]1[CH2:42][CH2:43][CH2:44][C:45]1=[O:46].[Cl:1][c:2]1[cH:3][c:4]([O:8][c:9]2[cH:10][cH:11][c:12]([NH:15][C:16](=[O:17])[NH:18][c:19]3[cH:20][cH:21][cH:22][cH:23][cH:24]3)[cH:13][cH:14]2)[n:5][cH:6][n:7]1.[NH2:25][c:26]1[cH:27][cH:28][c:29]([F:30])[cH:31][cH:32]1.[OH2:39]>>[c:2]1([NH:25][c:26]2[cH:27][cH:28][c:29]([F:30])[cH:31][cH:32]2)[cH:3][c:4]([O:8][c:9]2[cH:10][cH:11][c:12]([NH:15][C:16](=[O:17])[NH:18][c:19]3[cH:20][cH:21][cH:22][cH:23][cH:24]3)[cH:13][cH:14]2)[n:5][cH:6][n:7]1. Yields the product O=C(Nc1ccccc1)Nc1ccc(Oc2cc(Nc3ccc(F)cc3)ncn2)cc1. Starting materials: CCOC(C)=O, CN1CCCC1=O, O=C(Nc1ccccc1)Nc1ccc(Oc2cc(Cl)ncn2)cc1, Nc1ccc(F)cc1, O. RXN SMILES: CS(O[CH2:6][CH:7]([N:9]1[C:22]2[CH:21]=[C:20]([C:23]#[N:24])[CH:19]=[CH:18][C:17]=2[S:16][C:15]2[C:10]1=[CH:11][CH:12]=[CH:13][CH:14]=2)[CH3:8])(=O)=O.[CH3:25][CH:26]1[CH2:30][CH2:29][CH:28]([CH3:31])[NH:27]1>C1(C)C=CC=CC=1.C(OCC)(=O)C>[CH3:25][CH:26]1[CH2:30][CH2:29][CH:28]([CH3:31])[N:27]1[CH2:6][CH:7]([N:9]1[C:22]2[CH:21]=[C:20]([C:23]#[N:24])[CH:19]=[CH:18][C:17]=2[S:16][C:15]2[C:10]1=[CH:11][CH:12]=[CH:13][CH:14]=2)[CH3:8]. Procedure details: A solution of 2-(2-cyano-10-phenothiazinyl)-1-propyl methanesulphonate (5 g) and (2RS,5RS)-2,5-dimethylpyrrolidine (5 g) in toluene (50 cc) is heated for 4 days to a temperature in the region of 100° C. After cooling, the reaction mixture is diluted with ethyl acetate (200 cc) and extracted successively with N aqueous hydrochloric acid solution (50 cc and 2×25 cc). The combined aqueous phases are alkalinized with 10N aqueous sodium hydroxide solution to pH 13, and extracted successively with eth... Conditions: time 2 hour. The reactants are CS(=O)(=O)OCC(C)N1C2=CC=CC=C2SC=2C=CC(=CC12)C#N (2-(2-cyano-10-phenothiazinyl)-1-propyl methanesulphonate), CC1NC(CC1)C ((2RS,5RS)-2,5-dimethylpyrrolidine). The yield is 19.8%. The product is CC1N(C(CC1)C)CC(C)N1C2=CC=CC=C2SC=2C=CC(=CC12)C#N (10-((2RS)-1-[(2RS,5RS)-2,5-dimethyl-1-pyrrolidinyl]-2-propyl}-2-phenothiazine carbonitrile). The solvent is C1(=CC=CC=C1)C (toluene), C(C)(=O)OCC (ethyl acetate). The reactants are Cl.NO (hydroxylamine hydrochloride), C(C)(=O)[O-].[Na+] (sodium acetate), C(C1=CC=CC=C1)N1C(=O)C(=O)C2=CC=CC=C12 (N-benzylisatin). Solvent: O (water), C(C)O (ethanol). Reaction conditions: time 1 hour. Yields the product C(C1=CC=CC=C1)N1C(C(C2=CC=CC=C12)=NO)=O (1-Benzyl-3-(hydroxyimino)indolin-2-one). The yield is 80.8%. Reaction SMILES: [CH2:1]([N:8]1[C:18]2[C:13](=[CH:14][CH:15]=[CH:16][CH:17]=2)[C:11](=O)[C:9]1=[O:10])[C:2]1[CH:7]=[CH:6][CH:5]=[CH:4][CH:3]=1.Cl.[NH2:20][OH:21].C([O-])(=O)C.[Na+]>C(O)C.O>[CH2:1]([N:8]1[C:18]2[C:13](=[CH:14][CH:15]=[CH:16][CH:17]=2)[C:11](=[N:20][OH:21])[C:9]1=[O:10])[C:2]1[CH:7]=[CH:6][CH:5]=[CH:4][CH:3]=1 |f:1.2,3.4|. Procedure: To a suspension of 7.11 g of N-benzylisatin in 75 ml of ethanol was added a solution of 3.84 g of hydroxylamine hydrochloride and 3.84 g of sodium acetate in 500 ml of water. The mixture was stirred at room temperature for 1 hour, followed by concentration. The residue was washed with water and recrystallized from ethanol to give 6.11 g (81%) of the title compound as yellow crystals.